Dataset: the Open Reaction Database (ORD), a public repository of structured organic reaction records. Task: describe an organic reaction: reactants, conditions, products, and yield The reactants are CN(C)C=O, CC(Cl)C(=O)Cl, [H-], [Na+], O, COC(=O)Nc1ccc(OCc2nc3ccccc3s2)cc1C. Product: COC(=O)N(C(=O)C(C)Cl)c1ccc(OCc2nc3ccccc3s2)cc1C. As a reaction SMILES: [CH3:33][N:34]([CH3:35])[CH:36]=[O:37].[Cl:26][CH:27]([C:28](=[O:29])[Cl:30])[CH3:31].[H-:1].[Na+:2].[OH2:32].[s:3]1[c:4]([CH2:12][O:13][c:14]2[cH:15][c:16]([CH3:25])[c:17]([NH:20][C:21]([O:22][CH3:23])=[O:24])[cH:18][cH:19]2)[n:5][c:6]2[c:7]1[cH:8][cH:9][cH:10][cH:11]2>>[s:3]1[c:4]([CH2:12][O:13][c:14]2[cH:15][c:16]([CH3:25])[c:17]([N:20]([C:21]([O:22][CH3:23])=[O:24])[C:28]([CH:27]([Cl:26])[CH3:31])=[O:29])[cH:18][cH:19]2)[n:5][c:6]2[c:7]1[cH:8][cH:9][cH:10][cH:11]2. The reactants are C[O-].[Na+] (sodium methoxide), [N+](=O)([O-])C=C(S(=O)C)SC (1-nitro-2-methylthio-2-methylsulphinylethylene), Br.BrCCN (2-bromoethylamine hydrobromide). Run in CO (methanol), CO (methanol). Reaction conditions: time 15 minute. Product: [N+](=O)([O-])C=C(NCCBr)SC (1-nitro-2-methylthio-2-(2-bromoethylamino)ethylene). The yield is 69.8%. As a reaction SMILES: C[O-].[Na+].[N+:4]([CH:7]=[C:8](SC)[S:9]([CH3:11])=O)([O-:6])=[O:5].Br.[Br:15][CH2:16][CH2:17][NH2:18]>CO>[N+:4]([CH:7]=[C:8]([S:9][CH3:11])[NH:18][CH2:17][CH2:16][Br:15])([O-:6])=[O:5] |f:0.1,3.4|. Procedure details: (b)(i) A solution of sodium methoxide (sodium 0.3 g, 0.013 mol) in methanol (10 ml)) was added dropwise, over a period of 10 minutes to a stirred mixture of 1-nitro-2-methylthio-2-methylsulphinylethylene (2 g, 0.011 mol) and 2-bromoethylamine hydrobromide (2.7 g, 0.013 mol) in methanol (25 ml), cooled to 0°. The solution was stirred at 0° for a further 15 minutes, and then it was allowed to attain room temperature. After 1 hour, the solvent was removed in vacuo, and the semi-solid residue was ex...